From a dataset of the Open Reaction Database (ORD), a public repository of structured organic reaction records. describe an organic reaction: reactants, conditions, products, and yield Starting materials: C1COCCO1, CCOC(C)=O, CC(C)(N)CNC(=O)c1cn(-c2ccc(-c3cccc(S(C)(=O)=O)c3)cc2Cl)c(-c2c(Cl)cccc2Cl)n1, [Na+], [OH-], O, O=P(Cl)(Cl)Cl. The product is CC1(C)CN=C(c2cn(-c3ccc(-c4cccc(S(C)(=O)=O)c4)cc3Cl)c(-c3c(Cl)cccc3Cl)n2)N1. RXN SMILES: [CH2:44]1[O:45][CH2:46][CH2:47][O:48][CH2:49]1.[CH3:52][CH2:53][O:54][C:55]([CH3:56])=[O:57].[NH2:1][C:2]([CH2:3][NH:4][C:5](=[O:6])[c:7]1[n:8][c:9](-[c:29]2[c:30]([Cl:36])[cH:31][cH:32][cH:33][c:34]2[Cl:35])[n:10](-[c:12]2[c:13]([Cl:28])[cH:14][c:15](-[c:18]3[cH:19][c:20]([S:24](=[O:25])(=[O:26])[CH3:27])[cH:21][cH:22][cH:23]3)[cH:16][cH:17]2)[cH:11]1)([CH3:37])[CH3:38].[Na+:51].[OH-:50].[OH2:58].[P:39]([Cl:40])([Cl:41])([Cl:42])=[O:43]>>[NH:1]1[C:2]([CH3:37])([CH3:38])[CH2:3][N:4]=[C:5]1[c:7]1[n:8][c:9](-[c:29]2[c:30]([Cl:36])[cH:31][cH:32][cH:33][c:34]2[Cl:35])[n:10](-[c:12]2[c:13]([Cl:28])[cH:14][c:15](-[c:18]3[cH:19][c:20]([S:24](=[O:25])(=[O:26])[CH3:27])[cH:21][cH:22][cH:23]3)[cH:16][cH:17]2)[cH:11]1. Starting materials: B, CCOC(=O)c1c(C)c[nH]c1CC(=O)NCCN1CCCC1, Cl, [Na+], C1CCOC1, C1CCOC1, [OH-], O. Product: CCOC(=O)c1c(C)c[nH]c1CCNCCN1CCCC1. RXN SMILES: [BH3:28].[CH2:1]([CH3:2])[O:3][C:4](=[O:5])[c:6]1[c:7]([CH2:12][C:13]([NH:14][CH2:15][CH2:16][N:17]2[CH2:18][CH2:19][CH2:20][CH2:21]2)=[O:22])[nH:8][cH:9][c:10]1[CH3:11].[ClH:29].[Na+:31].[O:23]1[CH2:24][CH2:25][CH2:26][CH2:27]1.[O:32]1[CH2:33][CH2:34][CH2:35][CH2:36]1.[OH-:30].[OH2:37]>>[CH2:1]([CH3:2])[O:3][C:4](=[O:5])[c:6]1[c:7]([CH2:12][CH2:13][NH:14][CH2:15][CH2:16][N:17]2[CH2:18][CH2:19][CH2:20][CH2:21]2)[nH:8][cH:9][c:10]1[CH3:11]. RXN SMILES: [CH3:17][OH:18].[Cl:1][c:2]1[cH:3][cH:4][c:5]([CH:7]=[C:8]2[N:9]=[C:10]([CH3:14])[O:11][C:12]2=[O:13])[s:6]1.[Cl:20][CH2:21][Cl:22].[Na+:16].[OH-:15].[OH2:19]>>[Cl:1][c:2]1[cH:3][cH:4][c:5]([CH:7]=[C:8]([NH:9][C:10]([CH3:14])=[O:15])[C:12]([OH:11])=[O:13])[s:6]1. Reactants: CO, CC1=NC(=Cc2ccc(Cl)s2)C(=O)O1, ClCCl, [Na+], [OH-], O. Product: CC(=O)NC(=Cc1ccc(Cl)s1)C(=O)O. Starting materials: I (HI), ClC1=C(N)C(=C(C=C1Cl)Cl)Cl (2,3,5,6-tetrachloroaniline). Product: ClC=1C=C(N)C=C(C1)Cl (3,5-Dichloroaniline), ClC1=C(N)C(=C(C=C1Cl)Cl)Cl (2,3,5,6-tetrachloroaniline). Reaction SMILES: I.[Cl:2][C:3]1[C:9]([Cl:10])=[CH:8][C:7]([Cl:11])=[C:6]([Cl:12])[C:4]=1[NH2:5]>>[Cl:10][C:9]1[CH:3]=[C:4]([CH:6]=[C:7]([Cl:11])[CH:8]=1)[NH2:5].[Cl:2][C:3]1[C:9]([Cl:10])=[CH:8][C:7]([Cl:11])=[C:6]([Cl:12])[C:4]=1[NH2:5]. Procedure details: Example 7 is repeated, 16.0×10-3 mol of HI being introduced in place of 6.2×10-3 mol. After a reaction time of 2 hours under these same conditions, the degree of conversion of the 2,3,5,6-tetrachloroaniline is 98.5%. 3,5-Dichloroaniline is obtained with a yield of 98.7%, relative to the 2,3,5,6-tetrachloroaniline converted. The degree of hydrodechlorination of the solvent is 0.1%. Starting materials: C(C)C(CCC=C(CC)C)OC1=CC=C(C(=O)O)C=C1 (p-[(1-ethyl-5-methyl-4-heptenyl)oxy]benzoic acid), C(C#C)Br (propargyl bromide). Yields the product C(C#C)OC(C1=CC=C(C=C1)OC(CCC=C(CC)C)CC)=O (p-[(1-ethyl-5-methyl-4-heptenyl)oxy]benzoic acid propargyl ester). Reaction SMILES: [CH2:1]([CH:3]([O:11][C:12]1[CH:20]=[CH:19][C:15]([C:16]([OH:18])=[O:17])=[CH:14][CH:13]=1)[CH2:4][CH2:5][CH:6]=[C:7]([CH3:10])[CH2:8][CH3:9])[CH3:2].[CH2:21](Br)[C:22]#[CH:23]>>[CH2:23]([O:17][C:16](=[O:18])[C:15]1[CH:19]=[CH:20][C:12]([O:11][CH:3]([CH2:1][CH3:2])[CH2:4][CH2:5][CH:6]=[C:7]([CH3:10])[CH2:8][CH3:9])=[CH:13][CH:14]=1)[C:22]#[CH:21]. Reported procedure: By utilizing the procedure of Example 8, by reacting p-[(1-ethyl-5-methyl-4-heptenyl)oxy]benzoic acid with propargyl bromide, there is obtained p-[(1-ethyl-5-methyl-4-heptenyl)oxy]benzoic acid propargyl ester; nD21 = 1.5200. Reactants: O=C(O)c1c(Cl)cc(C(F)(F)F)cc1C(F)(F)F, NC1CCCC1N1CCCC1. Yields the product O=C(NC1CCCC1N1CCCC1)c1c(Cl)cc(C(F)(F)F)cc1C(F)(F)F. Reaction SMILES: [Cl:12][c:13]1[c:14]([C:15](=[O:16])[OH:17])[c:18]([C:26]([F:27])([F:28])[F:29])[cH:19][c:20]([C:22]([F:23])([F:24])[F:25])[cH:21]1.[N:1]1([CH:6]2[CH:7]([NH2:11])[CH2:8][CH2:9][CH2:10]2)[CH2:2][CH2:3][CH2:4][CH2:5]1>>[N:1]1([CH:6]2[CH:7]([NH:11][C:15]([c:14]3[c:13]([Cl:12])[cH:21][c:20]([C:22]([F:23])([F:24])[F:25])[cH:19][c:18]3[C:26]([F:27])([F:28])[F:29])=[O:16])[CH2:8][CH2:9][CH2:10]2)[CH2:2][CH2:3][CH2:4][CH2:5]1.